From a dataset of the Open Reaction Database (ORD), a public repository of structured organic reaction records. describe an organic reaction: reactants, conditions, products, and yield Starting materials: [BH4-].[Na+] (NaBH4), crude product, FC1=CC=C2CCN=C(C2=C1)C1=CC=CC=C1 (7-fluoro-1-phenyl-3,4-dihydroisoquinoline). Run in CCO (EtOH). Conditions: time 16 hour. Yields the product FC1=CC=C2CCNC(C2=C1)C1=CC=CC=C1 (7-Fluoro-1-phenyl-1,2,3,4-tetrahydroisoquinoline), crude product. Reaction SMILES: [BH4-].[Na+].[F:3][C:4]1[CH:13]=[C:12]2[C:7]([CH2:8][CH2:9][N:10]=[C:11]2[C:14]2[CH:19]=[CH:18][CH:17]=[CH:16][CH:15]=2)=[CH:6][CH:5]=1>CCO>[F:3][C:4]1[CH:13]=[C:12]2[C:7]([CH2:8][CH2:9][NH:10][CH:11]2[C:14]2[CH:15]=[CH:16][CH:17]=[CH:18][CH:19]=2)=[CH:6][CH:5]=1 |f:0.1|. Reported procedure: 0.65 g (17.1 mmol) of NaBH4 were added in portions to a solution of 3.2 g (max. 14.2 mmol) of the crude product 7-fluoro-1-phenyl-3,4-dihydroisoquinoline in EtOH (80 ml) and the mixture was then stirred for 16 h at RT. Then the mixture was concentrated to small volume under vacuum and the residue was taken up with DCM (200 ml). It was washed with water and the aqueous phase was extracted with DCM (2×150 ml). The combined organic phases were washed with brine, dried over Na2SO4, filtered and conc...